Dataset: the Open Reaction Database (ORD), a public repository of structured organic reaction records. Task: describe an organic reaction: reactants, conditions, products, and yield The reactants are NH4OAc, CCN(C(C)C)C(C)C (DIEA), BrCC(=O)C1=CC=C2C=NNC2=C1 (2-bromo-1-(1H-indazol-6-yl)ethanone), NC1=C(C=C(C(=O)O)C=C1)[N+](=O)[O-] (4-amino-3-nitrobenzoic acid), CN(C)C=O (DMF), CC(=O)O (HOAc). Solvent: O (H2O). Reaction conditions: time 2 hour. Product: N1N=CC2=CC=C(C=C12)C1=CN=C(N1)C1=CC(=C(C=C1)N)[N+](=O)[O-] (4-[5-(1H-indazol-6-yl)-1H-imidazol-2-yl]-2-nitrophenylamine). RXN SMILES: CC[N:3]([CH:7]([CH3:9])C)[CH:4]([CH3:6])[CH3:5].BrCC(C1[CH:22]=[C:21]2[C:17]([CH:18]=[N:19][NH:20]2)=[CH:16][CH:15]=1)=O.[NH2:23][C:24]1[CH:32]=[CH:31]C(C(O)=O)=[CH:26][C:25]=1[N+:33]([O-:35])=[O:34].CC(O)=O.C[N:41](C=O)C>O>[NH:20]1[C:21]2[C:17](=[CH:16][CH:15]=[C:6]([C:4]3[NH:3][C:7]([C:9]4[CH:31]=[CH:32][C:24]([NH2:23])=[C:25]([N+:33]([O-:35])=[O:34])[CH:26]=4)=[N:41][CH:5]=3)[CH:22]=2)[CH:18]=[N:19]1. Procedure details: DIEA (0.7 mL, 3.6 mmol) was added to a solution of 2-bromo-1-(1H-indazol-6-yl)ethanone (3 mmol) and 4-amino-3-nitrobenzoic acid (0.643 g, 3.5 mmol) in DMF (10 mL) and the solution was stirred at room temperature for 2 h. NH4OAc (5 g, 65 mmol) was added to the solution, followed by HOAc (10 mL) and the mixture was stirred at 140° C. for 2 h. The mixture was cooled to room temperature and poured into H2O (30 mL). The precipitate was collected by filtration, washed with H2O (10 mL) and dried under ... Solvent: C1CCOC1 (THF), C1CCOC1 (THF). Procedure: A solution of (±)-2-[4-(4-chlorobenzyl)piperidin-1-yl]-cyclobutanone O-methyl-oxime (438 mg, 1.43 mmol) in THF (13 mL) under Ar was treated dropwise with 1 M BH3.THF complex in THF (8.6 mL, 8.6 mmol) and stirred at room temperature for 3 h and at 75° C. for 20 h. The reaction was cooled to 0° C. and treated carefully with 6 N HCl (1 mL) until the pH˜2. The THF was evaporated and a solution of the residue in EtOH (9 mL) and 6 N HCl (1 mL) was stirred at 75° C. for 1 h. It was then allowed to cool... Starting materials: Cl (HCl), CON=C1C(CC1)N1CCC(CC1)CC1=CC=C(C=C1)Cl ((±)-2-[4-(4-chlorobenzyl)piperidin-1-yl]-cyclobutanone O-methyl-oxime). Conditions: temperature 75 celsius, time 20 hour. Isolated yield 35.1%. As a reaction SMILES: C[O:2][N:3]=[C:4]1[CH2:7][CH2:6][CH:5]1[N:8]1[CH2:13][CH2:12][CH:11]([CH2:14][C:15]2[CH:20]=[CH:19][C:18]([Cl:21])=[CH:17][CH:16]=2)[CH2:10][CH2:9]1.Cl>C1COCC1>[NH4+:3].[OH-:2].[Cl:21][C:18]1[CH:17]=[CH:16][C:15]([CH2:14][CH:11]2[CH2:12][CH2:13][N:8]([C@H:5]3[CH2:6][CH2:7][C@H:4]3[NH2:3])[CH2:9][CH2:10]2)=[CH:20][CH:19]=1 |f:3.4|. Yields the product [NH4+].[OH-] (NH4OH), ClC1=CC=C(CC2CCN(CC2)[C@@H]2[C@@H](CC2)N)C=C1 ((±)-cis-2-[4-(4-chlorobenzyl)piperidin-1-yl]-cyclobutylamine). The reactants are 5-alkyl-2-silyloxy-4,5,6,7-tetrahydrothieno[3,2-c]pyridine, [SiH3]OC1=CC=2CNCCC2S1 (2-silyloxy-4,5,6,7-tetrahydrothieno[3,2-c]pyridine), CC=1C=CC(=CC1)S(=O)(=O)O (p-toluenesulfonate). Product: S1C(C=C2CNCCC21)=O.CC=1C=CC(=CC1)S(=O)(=O)O (5,6,7,7a-tetrahydro-4H-thieno[3,2-c]-pyridin-2-one p-toluenesulfonate). RXN SMILES: [SiH3][O:2][C:3]1[S:11][C:10]2[CH2:9][CH2:8][NH:7][CH2:6][C:5]=2[CH:4]=1.[CH3:12][C:13]1[CH:14]=[CH:15][C:16]([S:19]([OH:22])(=[O:21])=[O:20])=[CH:17][CH:18]=1>>[S:11]1[CH:10]2[C:5]([CH2:6][NH:7][CH2:8][CH2:9]2)=[CH:4][C:3]1=[O:2].[CH3:12][C:13]1[CH:18]=[CH:17][C:16]([S:19]([OH:22])(=[O:21])=[O:20])=[CH:15][CH:14]=1 |f:2.3|. Reported procedure: In the following, Reaction 2 and Reaction 3 are explained by Examples 5 to 17. In this case, yield means yield of 5-alkyl-2-silyloxy-4,5,6,7-tetrahydrothieno[3,2-c]pyridine (mole) or 2-silyloxy-4,5,6,7-tetrahydrothieno[3,2-c]pyridine (mole) based on 5,6,7,7a-tetrahydro-4H-thieno[3,2-c]-pyridin-2one.p-toluenesulfonate (mole). The reactants are Br, Br, Br, N#Cc1ccc(C(=O)Cl)cn1, O=C([O-])O, CCc1cc(O)c(F)cc1-c1ccc2c(-c3nc4c([nH]3)CCNC4)n[nH]c2c1, CCN(C(C)C)C(C)C, [Na+], CN(C)C=O. Product: CCc1cc(O)c(F)cc1-c1ccc2c(-c3nc4c([nH]3)CCN(C(=O)c3ccc(C#N)nc3)C4)n[nH]c2c1. RXN SMILES: [BrH:1].[BrH:2].[BrH:3].[C:32](#[N:33])[c:34]1[n:35][cH:36][c:37]([C:38](=[O:39])[Cl:40])[cH:41][cH:42]1.[C:52](=[O:53])([O-:54])[OH:55].[CH2:4]([CH3:5])[c:6]1[c:7](-[c:14]2[cH:15][cH:16][c:17]3[c:18](-[c:23]4[nH:24][c:25]5[c:26]([n:31]4)[CH2:27][NH:28][CH2:29][CH2:30]5)[n:19][nH:20][c:21]3[cH:22]2)[cH:8][c:9]([F:13])[c:10]([OH:12])[cH:11]1.[CH:43]([N:44]([CH2:45][CH3:46])[CH:47]([CH3:48])[CH3:49])([CH3:50])[CH3:51].[Na+:56].[O:57]=[CH:58][N:59]([CH3:60])[CH3:61]>>[CH2:4]([CH3:5])[c:6]1[c:7](-[c:14]2[cH:15][cH:16][c:17]3[c:18](-[c:23]4[nH:24][c:25]5[c:26]([n:31]4)[CH2:27][N:28]([C:38]([c:37]4[cH:36][n:35][c:34]([C:32]#[N:33])[cH:42][cH:41]4)=[O:39])[CH2:29][CH2:30]5)[n:19][nH:20][c:21]3[cH:22]2)[cH:8][c:9]([F:13])[c:10]([OH:12])[cH:11]1. The reactants are C(C)(=O)NCCO (N-acetylethanolamine), C[Si](C)(C)[N-][Si](C)(C)C.[Li+] (lithium bis(trimethylsilyl)amide), C1(CC1)NC(=O)C1=C(C=2C(=NC(=C(C2C)Cl)S(=O)C)S1)N (3-amino-5-chloro-6-methanesulfinyl-4-methyl-thieno[2,3-b]pyridine-2-carboxylic acid cyclopropylamide). Solvent: C1CCOC1 (THF). Conditions: temperature 80 celsius, time 15 minute. The product is C1(CC1)NC(=O)C1=C(C=2C(=NC(=C(C2C)Cl)OCCNC(C)=O)S1)N (6-(2-Acetylamino-ethoxy)-3-amino-5-chloro-4-methyl-thieno[2,3-b]pyridine-2-carboxylic acid cyclopropylamide). The yield is 52.0%. As a reaction SMILES: [C:1]([NH:4][CH2:5][CH2:6][OH:7])(=[O:3])[CH3:2].C[Si]([N-][Si](C)(C)C)(C)C.[Li+].[CH:18]1([NH:21][C:22]([C:24]2[S:37][C:27]3=[N:28][C:29](S(C)=O)=[C:30]([Cl:33])[C:31]([CH3:32])=[C:26]3[C:25]=2[NH2:38])=[O:23])[CH2:20][CH2:19]1>C1COCC1>[CH:18]1([NH:21][C:22]([C:24]2[S:37][C:27]3=[N:28][C:29]([O:7][CH2:6][CH2:5][NH:4][C:1](=[O:3])[CH3:2])=[C:30]([Cl:33])[C:31]([CH3:32])=[C:26]3[C:25]=2[NH2:38])=[O:23])[CH2:20][CH2:19]1 |f:1.2|. Reported procedure: To a solution of N-acetylethanolamine (1.120 g, 10.86 mmol) in THF (3 ml) at room temperature is added dropwise a solution of lithium bis(trimethylsilyl)amide (1.0 M in hexanes) (3.50 ml, 3.50 mmol). The reaction mixture is stirred for 15 minutes and then is treated with 3-amino-5-chloro-6-methanesulfinyl-4-methyl-thieno[2,3-b]pyridine-2-carboxylic acid cyclopropylamide (0.345 g, 1.00 mmol). The reaction mixture is heated at 80° C. in a sealed tube for 1.5 hours, cooled to room temperature, and ... Starting materials: CC(C)C1CC2(CCN(OCc3ccccc3)C2=O)c2cc(F)ccc2O1, CCCC1CC(=O)c2cc(F)ccc2O1. Yields the product CC(C)C1CC2(CCN(O)C2=O)c2cc(F)ccc2O1. RXN SMILES: [CH2:16]([c:17]1[cH:18][cH:19][cH:20][cH:21][cH:22]1)[O:23][N:24]1[C:25](=[O:42])[C:26]2([CH2:27][CH:28]([CH:37]([CH3:38])[CH3:39])[O:29][c:30]3[c:31]2[cH:32][c:33]([F:36])[cH:34][cH:35]3)[CH2:40][CH2:41]1.[F:1][c:2]1[cH:3][cH:4][c:5]2[c:14]([cH:15]1)[C:12](=[O:13])[CH2:11][CH:7]([CH2:8][CH2:9][CH3:10])[O:6]2>>[OH:23][N:24]1[C:25](=[O:42])[C:26]2([CH2:27][CH:28]([CH:37]([CH3:38])[CH3:39])[O:29][c:30]3[c:31]2[cH:32][c:33]([F:36])[cH:34][cH:35]3)[CH2:40][CH2:41]1. Starting materials: ClCCN1CCCCC1, [K+], [K+], O=C([O-])[O-], CN(C)C=O, OCCc1ccc(O)cc1. The product is OCCc1ccc(OCCN2CCCCC2)cc1. As a reaction SMILES: [Cl:11][CH2:12][CH2:13][N:14]1[CH2:15][CH2:16][CH2:17][CH2:18][CH2:19]1.[K+:20].[K+:21].[O-:22][C:23]([O-:24])=[O:25].[O:26]=[CH:27][N:28]([CH3:29])[CH3:30].[OH:1][c:2]1[cH:3][cH:4][c:5]([CH2:6][CH2:7][OH:8])[cH:9][cH:10]1>>[O:1]([c:2]1[cH:3][cH:4][c:5]([CH2:6][CH2:7][OH:8])[cH:9][cH:10]1)[CH2:12][CH2:13][N:14]1[CH2:15][CH2:16][CH2:17][CH2:18][CH2:19]1. Reactants: [H-].[Al+3].[Li+].[H-].[H-].[H-] (lithium aluminum hydride), [Cl-].[Al+3].[Cl-].[Cl-] (aluminum chloride), oil, [OH-].[Na+] (sodium hydroxide), C(C1=CC=CC=C1)N1CCC2(OCCO2)CC1 (8-benzyl-1,4-dioxa-8-aza-spiro [4,5] decane). The product is C(C1=CC=CC=C1)N1CCC(CC1)OCCO (2-[1-benzyl-4-piperidyloxy]-ethanol). Reaction SMILES: [Cl-].[Al+3].[Cl-].[Cl-].[H-].[Al+3].[Li+].[H-].[H-].[H-].[CH2:11]([N:18]1[CH2:27][CH2:26][C:21]2([O:25][CH2:24][CH2:23][O:22]2)[CH2:20][CH2:19]1)[C:12]1[CH:17]=[CH:16][CH:15]=[CH:14][CH:13]=1.[OH-].[Na+]>CCOCC.O>[CH2:11]([N:18]1[CH2:19][CH2:20][CH:21]([O:22][CH2:23][CH2:24][OH:25])[CH2:26][CH2:27]1)[C:12]1[CH:13]=[CH:14][CH:15]=[CH:16][CH:17]=1 |f:0.1.2.3,4.5.6.7.8.9,11.12|. Reported procedure: 106.8 g of (0.8 mole) of aluminum chloride were added to a 2 liter, 3-neck flask and then 800 ml of anhydrous ether were added thereto with strong cooling. The mixture was stirred for 30 minutes and then a suspension of 7.6 g (0.2 mole) of lithium aluminum hydride in 200 ml of ether was added thereto. The mixture was stirred for 30 minutes and then a solution of 93.2 g (0.4 mole) of 8-benzyl-1,4-dioxa-8-aza-spiro [4,5] decane in 400 ml of anhydrous ether was added thereto dropwise. After the add... Solvent: CCOCC (ether), CCOCC (ether), CCOCC (ether), O (water). Isolated yield 66.9%. Run at time 30 minute. Reactants: CNC([C@@H](CC1=CC=CC=C1)NC)=O ((2R)-N-Methyl-2-methylamino-3-phenylpropionamide), S1C2=C(C(=C1)C[C@H](C(=O)O)N(C)C(=O)OC(C)(C)C)C=CC=C2 ((2R)-3-(Benzo[b]thiophen-3-yl)-2-(tert-butoxycarbonyl-methylamino)propionic acid), ON1N=NC2=C1N=CC=C2 (1-Hydroxy-7-azabenzotriazole), Cl.CN(CCCN=C=NCC)C (N-(3-dimethylaminopropyl)-N'-ethylcarbodiimide hydrochloride), C(C)(C)N(CC)C(C)C (Diisopropylethylamine). Run in C(Cl)Cl (Methylene chloride), C(Cl)Cl (methylene chloride), C(Cl)Cl (methylene chloride). Reaction conditions: time 15 minute. Product: C(C)(C)(C)OC(N(C)[C@H](CC=1C2=C(SC1)C=CC=C2)C(N([C@H](CC2=CC=CC=C2)C(NC)=O)C)=O)=O (((1R)-2-(benzo[b]thiophen-3-yl)-1-(methyl-((1R)-1-methylcarbamoyl-2-phenylethyl)carbamoyl)ethyl)methyl carbamic acid tert-butylester). The yield is 29.3%. Reaction SMILES: [S:1]1[CH:5]=[C:4]([CH2:6][C@@H:7]([N:11]([C:13]([O:15][C:16]([CH3:19])([CH3:18])[CH3:17])=[O:14])[CH3:12])[C:8](O)=[O:9])[C:3]2[CH:20]=[CH:21][CH:22]=[CH:23][C:2]1=2.ON1C2N=CC=CC=2N=N1.Cl.CN(C)CCCN=C=NCC.[CH3:46][NH:47][C:48](=[O:59])[C@H:49]([NH:57][CH3:58])[CH2:50][C:51]1[CH:56]=[CH:55][CH:54]=[CH:53][CH:52]=1.C(N(C(C)C)CC)(C)C>C(Cl)Cl>[C:16]([O:15][C:13](=[O:14])[N:11]([C@@H:7]([C:8](=[O:9])[N:57]([CH3:58])[C@@H:49]([C:48](=[O:59])[NH:47][CH3:46])[CH2:50][C:51]1[CH:56]=[CH:55][CH:54]=[CH:53][CH:52]=1)[CH2:6][C:4]1[C:3]2[CH:20]=[CH:21][CH:22]=[CH:23][C:2]=2[S:1][CH:5]=1)[CH3:12])([CH3:17])([CH3:19])[CH3:18] |f:2.3|. Reported procedure: (2R)-3-(Benzo[b]thiophen-3-yl)-2-(tert-butoxycarbonyl-methylamino)propionic acid (2.00 g ; 5.96 mmol) was dissolved in methylene chloride (10 mL). 1-Hydroxy-7-azabenzotriazole (0.81 g; 5.96 mmol) and N-(3-dimethylaminopropyl)-N'-ethylcarbodiimide hydrochloride (1.26 g ; 6.56 mmol) were added. The reaction mixture was stirred for 15 min at room temperature. (2R)-N-Methyl-2-methylamino-3-phenylpropionamide (1.15 g; 5.96 mmol) was dissolved in methylene chloride (10 mL) and added. Diisopropylethyla... The reactants are COC(=O)CCC(=O)[O-], ClCCl, CN(C)C=O, O=C(Cl)C(=O)Cl. Product: COC(=O)CCC(=O)Cl. RXN SMILES: [C:1]([CH2:2][CH2:3][C:4](=[O:5])[O-:6])(=[O:7])[O:8][CH3:9].[CH2:16]([Cl:17])[Cl:18].[CH3:19][N:20]([CH3:21])[CH:22]=[O:23].[Cl:10][C:11]([C:12]([Cl:13])=[O:14])=[O:15]>>[C:1]([CH2:2][CH2:3][C:4](=[O:5])[Cl:10])(=[O:7])[O:8][CH3:9].